From a dataset of the Open Reaction Database (ORD), a public repository of structured organic reaction records. describe an organic reaction: reactants, conditions, products, and yield Reactants: C(C)(=O)OCC1=NC2=CC(=C(C(=C2C=C1)C1=CC=C(C=C1)Cl)[C@@H](C(=O)OCC)OC(C)(C)C)C ((S)-ethyl 2-(2-(acetoxymethyl)-5-(4-chlorophenyl)-7-methylquinolin-6-yl)-2-tert-butoxyacetate), C(C)(=O)OCC1=NC2=CC(=C(C(=C2C=C1)C1=CCCCC1)[C@@H](C(=O)OCC)OC(C)(C)C)C ((S)-ethyl 2-(2-(acetoxymethyl)-5-cyclohexenyl-7-methylquinolin-6-yl)-2-tert-butoxyacetate). Yields the product C(C)(C)(C)O[C@H](C(=O)OCC)C=1C(=C2C=CC(=NC2=CC1C)CO)C1=CCCCC1 ((S)-Ethyl 2-tert-butoxy-2-(5-cyclohexenyl-2-(hydroxymethyl)-7-methylquinolin-6-yl)acetate). Reaction SMILES: C([O:4][CH2:5][C:6]1[CH:15]=[CH:14][C:13]2[C:8](=[CH:9][C:10]([CH3:34])=[C:11]([C@H:23]([O:29][C:30]([CH3:33])([CH3:32])[CH3:31])[C:24]([O:26][CH2:27][CH3:28])=[O:25])[C:12]=2[C:16]2[CH:21]=[CH:20][C:19](Cl)=[CH:18][CH:17]=2)[N:7]=1)(=O)C.C(OCC1C=CC2C(=CC(C)=C([C@H](OC(C)(C)C)C(OCC)=O)C=2C2CCCCC=2)N=1)(=O)C>>[C:30]([O:29][C@@H:23]([C:11]1[C:12]([C:16]2[CH2:21][CH2:20][CH2:19][CH2:18][CH:17]=2)=[C:13]2[C:8](=[CH:9][C:10]=1[CH3:34])[N:7]=[C:6]([CH2:5][OH:4])[CH:15]=[CH:14]2)[C:24]([O:26][CH2:27][CH3:28])=[O:25])([CH3:31])([CH3:32])[CH3:33]. Procedure: (S)-Ethyl 2-tert-butoxy-2-(5-cyclohexenyl-2-(hydroxymethyl)-7-methylquinolin-6-yl)acetate was prepared following the procedure used to prepare compound (S)-ethyl 2-tert-butoxy-2-(5-(4-chlorophenyl)-2-(hydroxymethyl)-7-methylquinolin-6-yl)acetate of Example 16, except that (S)-ethyl 2-(2-(acetoxymethyl)-5-cyclohexenyl-7-methylquinolin-6-yl)-2-tert-butoxyacetate was used instead of (S)-ethyl 2-(2-(acetoxymethyl)-5-(4-chlorophenyl)-7-methylquinolin-6-yl)-2-tert-butoxyacetate. LCMS-ESI+ (m/z): 412.3... Reactants: c1ccc2c(c1)CCNCC2, CCN(C(C)C)C(C)C, CN(C)C=O, N#Cc1cncnc1Cl, Cl. Yields the product N#Cc1cncnc1N1CCc2ccccc2CC1. Reaction SMILES: [CH2:11]1[CH2:12][NH:13][CH2:14][CH2:15][c:16]2[c:17]1[cH:18][cH:19][cH:20][cH:21]2.[CH2:22]([N:23]([CH:24]([CH3:25])[CH3:26])[CH:27]([CH3:28])[CH3:29])[CH3:30].[CH3:31][N:32]([CH3:33])[CH:34]=[O:35].[Cl:1][c:2]1[n:3][cH:4][n:5][cH:6][c:7]1[C:8]#[N:9].[ClH:10]>>[c:2]1([N:13]2[CH2:12][CH2:11][c:17]3[c:16]([cH:21][cH:20][cH:19][cH:18]3)[CH2:15][CH2:14]2)[n:3][cH:4][n:5][cH:6][c:7]1[C:8]#[N:9].